From a dataset of the Open Reaction Database (ORD), a public repository of structured organic reaction records. describe an organic reaction: reactants, conditions, products, and yield Starting materials: esters, polyesters, polyester, polyesters, 60, C1(=CC=CC=C1)O (phenol), C(C(Cl)Cl)(Cl)Cl (sym-tetrachloroethane), C1=CC=C(C(=C1)C2=CC(=CC=C2)O)O (diphenol). Procedure details: The inherent viscosity of the polyesters determined at 30° C., in a solvent combination of 60 parts by weight phenol and 40 parts by weight sym-tetrachloroethane at a concentration of 0.5 g per dl., is at least about 0.5 and is preferably at least about 0.7. The selection of acid and diphenol components is made so that the polyester preferably has a glass transition temperature of at least 100° C., a viscosity at 320° C. determined in a capillary rheometer at a shear rate of 100 sec-1 of less th... Reaction SMILES: C1([OH:7])C=CC=CC=1.[CH:8](Cl)(Cl)[CH:9](Cl)Cl.[CH:14]1[CH:19]=[C:18]([C:20]2[CH:25]=[CH:24][CH:23]=[C:22]([OH:26])[CH:21]=2)[C:17]([OH:27])=[CH:16][CH:15]=1>>[CH:14]1[CH:19]=[C:18]([C:20]2[CH:25]=[CH:24][CH:23]=[C:22]([OH:26])[CH:21]=2)[C:17]([OH:27])=[CH:16][CH:15]=1.[OH:7][C:23]1[CH:22]=[CH:21][C:20]([CH2:18][CH2:19][C:14]2[CH:15]=[CH:16][C:17]([OH:27])=[CH:9][CH:8]=2)=[CH:25][CH:24]=1. The product is C1=CC=C(C(=C1)C2=CC(=CC=C2)O)O (diphenol), OC1=CC=C(C=C1)CCC1=CC=C(C=C1)O (1,2-bis(4-hydroxyphenyl)ethane). Reactants: ClC(=O)OC1=CC=CC=C1 (phenyl chloroformate), ClC=1C=CC(=NC1)N1C(C2=C(C1O)SCC(CS2)OC)=O (7-(5-chloropyrid-2-yl)-6-hydroxy-3-methoxy-8-oxo-3,4,7,8-tetrahydro-2H,6H-1,4-dithiepino[2,3-c]-pyrrole). Solvent: N1=CC=CC=C1 (pyridine). The product is ClC=1C=CC(=NC1)N1C(C2=C(C1OC(=O)OC1=CC=CC=C1)SCC(CS2)OC)=O (7-(5-chloropyrid-2-yl)-3-methoxy-8-oxo-6-phenoxycarbonyloxy-3,4,7,8-tetrahydro-2H,6H-1,4-dithiepino[2,3-c]pyrrole). Yield: 60.9%. RXN SMILES: Cl[C:2]([O:4][C:5]1[CH:10]=[CH:9][CH:8]=[CH:7][CH:6]=1)=[O:3].[Cl:11][C:12]1[CH:13]=[CH:14][C:15]([N:18]2[CH:22]([OH:23])[C:21]3[S:24][CH2:25][CH:26]([O:29][CH3:30])[CH2:27][S:28][C:20]=3[C:19]2=[O:31])=[N:16][CH:17]=1>N1C=CC=CC=1>[Cl:11][C:12]1[CH:13]=[CH:14][C:15]([N:18]2[CH:19]([O:31][C:2]([O:4][C:5]3[CH:10]=[CH:9][CH:8]=[CH:7][CH:6]=3)=[O:3])[C:20]3[S:28][CH2:27][CH:26]([O:29][CH3:30])[CH2:25][S:24][C:21]=3[C:22]2=[O:23])=[N:16][CH:17]=1. Reported procedure: By reacting phenyl chloroformate (16.7 g) with 7-(5-chloropyrid-2-yl)-6-hydroxy-3-methoxy-8-oxo-3,4,7,8-tetrahydro-2H,6H-1,4-dithiepino[2,3-c]-pyrrole (prepared as described in Example 1; 12.3 g) in anhydrous pyridine (100 cc) at between -10° C. and +20° C., 7-(5-chloropyrid-2-yl)-3-methoxy-8-oxo-6-phenoxycarbonyloxy-3,4,7,8-tetrahydro-2H,6H-1,4-dithiepino[2,3-c]pyrrole (m.p. 167° C.; 10.1 g) is obtained. Starting materials: C(CC(=O)OCC)(=O)OCC (Diethyl malonate), C(CCCCCCC)C1=CC=C(C=O)C=C1 (paraoctylbenzaldehyde). The reagents and catalysts are N1CCCCC1 (piperidine). Conditions: temperature 100 celsius, time 16 hour. Product: C(CCCCCCC)C1=CC=C(C=C1)C=C(C(=O)OCC)C(=O)OCC (Diethyl 2-[(4-octylphenyl)methylene]propanedioate). As a reaction SMILES: [C:1]([O:9][CH2:10][CH3:11])(=[O:8])[CH2:2][C:3]([O:5][CH2:6][CH3:7])=[O:4].[CH2:12]([C:20]1[CH:27]=[CH:26][C:23]([CH:24]=O)=[CH:22][CH:21]=1)[CH2:13][CH2:14][CH2:15][CH2:16][CH2:17][CH2:18][CH3:19]>N1CCCCC1>[CH2:12]([C:20]1[CH:27]=[CH:26][C:23]([CH:24]=[C:2]([C:3]([O:5][CH2:6][CH3:7])=[O:4])[C:1]([O:9][CH2:10][CH3:11])=[O:8])=[CH:22][CH:21]=1)[CH2:13][CH2:14][CH2:15][CH2:16][CH2:17][CH2:18][CH3:19]. Procedure: Diethyl malonate (1.76g, 0.011 moles), paraoctylbenzaldehyde (2.4g, 0.011 moles) and piperidine (5 drops) were heated to 98° C. for 2.5 hrs. and 45° C. for 16 hrs. The solution was heated to 100° C. for 64 hrs. The title compound was purified by silica gel chromatography. The structure assignment was supported by NMR, infrared and uv spectra and elemental analysis (360.5). Reactants: NC1=C(C=C(C(=C1)Cl)Br)O (2-amino-5-bromo-4-chlorophenol), [Yb+3].FC(S(=O)(=O)[O-])(F)F.FC(S(=O)(=O)[O-])(F)F.FC(S(=O)(=O)[O-])(F)F (trifluoromethanesulfonic acid Ytterbium (III) salt), C(OC)(OC)OC (trimethyl orthoformate). The solvent is CCO (EtOH), CCCCCC (hexane), CC(OCC)=O (EA), CC(OCC)=O (EA). Conditions: temperature 90 celsius. The product is BrC1=CC2=C(N=CO2)C=C1Cl (6-bromo-5-chlorobenzoxazole). The yield is 6559.2%. RXN SMILES: [NH2:1][C:2]1[CH:7]=[C:6]([Cl:8])[C:5]([Br:9])=[CH:4][C:3]=1[OH:10].[Yb+3].F[C:13](F)(F)S([O-])(=O)=O.FC(F)(F)S([O-])(=O)=O.FC(F)(F)S([O-])(=O)=O.C(OC)(OC)OC>CCO.CC(=O)OCC.CCCCCC>[Br:9][C:5]1[C:6]([Cl:8])=[CH:7][C:2]2[N:1]=[CH:13][O:10][C:3]=2[CH:4]=1 |f:1.2.3.4|. Procedure: A mixture of 2-amino-5-bromo-4-chlorophenol (29) (865 mg, 3.89 mmol), trifluoromethanesulfonic acid Ytterbium (III) salt (24 mg, 1% mol) and trimethyl orthoformate (511 μl, 1.2 eq.) in 2 ml EtOH was heated at 90° C. for 2 h. After cooling down to r.t., the reaction mixture was taken up in EA, washed with aq. NaHCO3 and brine, dried over Na2SO4, concentrated to dryness. The resulting brown solid was dissolved in DCM and subjected to silica gel column purification using 0-100% B (A: hexane; B: 50%...